Dataset: the Open Reaction Database (ORD), a public repository of structured organic reaction records. Task: describe an organic reaction: reactants, conditions, products, and yield Procedure details: To a solution of 6-(4-(1-(2-fluorophenyl)-4-methyl-1H-1,2,3-triazol-5-yl)-1H-imidazol-1-yl)nicotinic acid (74 mg, 0.203 mmol) in DMF (3 mL) was added CDI (40 mg, 0.244 mmol) and the resulting mixture stirred at 60° C. for 1 h. After cooling to room temperature ammonium hydroxide (320 μL, 2.03 mmol) was added and reaction mixture was stirred for 30 min and then evaporated. Purification by chromatography (reverse phase HPLC) afforded the title compound (58 mg, 74%) as a white solid. MS: m/e=364.1 ... Product: FC1=C(C=CC=C1)N1N=NC(=C1C=1N=CN(C1)C1=NC=C(C(=O)N)C=C1)C (6-(4-(1-(2-Fluorophenyl)-4-methyl-1H-1,2,3-triazol-5-yl)-1H-imidazol-1-yl)nicotinamide). Reactants: FC1=C(C=CC=C1)N1N=NC(=C1C=1N=CN(C1)C1=NC=C(C(=O)O)C=C1)C (6-(4-(1-(2-fluorophenyl)-4-methyl-1H-1,2,3-triazol-5-yl)-1H-imidazol-1-yl)nicotinic acid), C1=CN(C=N1)C(=O)N2C=CN=C2 (CDI), [OH-].[NH4+] (ammonium hydroxide). Yield: 78.6%. The solvent is CN(C)C=O (DMF). Reaction conditions: temperature 60 celsius, time 1 hour. Reaction SMILES: [F:1][C:2]1[CH:7]=[CH:6][CH:5]=[CH:4][C:3]=1[N:8]1[C:12]([C:13]2[N:14]=[CH:15][N:16]([C:18]3[CH:26]=[CH:25][C:21]([C:22]([OH:24])=O)=[CH:20][N:19]=3)[CH:17]=2)=[C:11]([CH3:27])[N:10]=[N:9]1.C1N=C[N:30](C(N2C=NC=C2)=O)C=1.[OH-].[NH4+]>CN(C=O)C>[F:1][C:2]1[CH:7]=[CH:6][CH:5]=[CH:4][C:3]=1[N:8]1[C:12]([C:13]2[N:14]=[CH:15][N:16]([C:18]3[CH:26]=[CH:25][C:21]([C:22]([NH2:30])=[O:24])=[CH:20][N:19]=3)[CH:17]=2)=[C:11]([CH3:27])[N:10]=[N:9]1 |f:2.3|. Reactants: O=C[C@H](O)[C@@H](O)[C@H](O)CO (xylose), C(C)(=O)[O-].[Na+] (sodium acetate), C(C)(=O)OC(C)=O (acetic anhydride), ice water. The product is C(C)(=O)O[C@@H](C=O)[C@@H](OC(C)=O)[C@H](OC(C)=O)COC(C)=O (Xylose tetraacetate). As a reaction SMILES: [O:1]=[CH:2][C@@H:3]([C@H:5]([C@@H:7]([CH2:9][OH:10])[OH:8])[OH:6])[OH:4].[C:11]([O-:14])(=O)[CH3:12].[Na+].C(O[C:20](=[O:22])[CH3:21])(=O)C>>[C:2]([O:4][C@H:3]([C@H:5]([C@@H:7]([CH2:9][O:10][C:11](=[O:14])[CH3:12])[O:8][C:20](=[O:22])[CH3:21])[O:6][C:5](=[O:6])[CH3:7])[CH:2]=[O:1])(=[O:1])[CH3:3] |f:1.2|. Procedure details: First, 50 g of xylose, from Sigma Chemical Company, 12.5 g of sodium acetate (anhydrous) and 200 ml of acetic anhydride were heated to reflux for 1 hour and poured into 1 L of ice water. Xylose tetraacetate was isolated by filtration and recrystallized from 95% ethanol to yield 56.75 g (54%). Reactants: CCO, FC(F)(F)c1ccc(Cl)nc1Cl, NN, O. Yields the product NNc1ccc(C(F)(F)F)c(Cl)n1. RXN SMILES: [CH3:16][CH2:17][OH:18].[Cl:1][c:2]1[n:3][c:4]([Cl:12])[c:5]([C:8]([F:9])([F:10])[F:11])[cH:6][cH:7]1.[NH2:14][NH2:15].[OH2:13]>>[c:2]1([NH:14][NH2:15])[n:3][c:4]([Cl:12])[c:5]([C:8]([F:9])([F:10])[F:11])[cH:6][cH:7]1. Starting materials: CC1=CC2=C(C(=NCC(N2)=S)C2=CC=C(C=C2)C(C)C)C=C1 (1,3-dihydro-8-methyl-5-(p-isopropylphenyl)-2H-1,4-benzodiazepine-2-thione), C(CC)N(CCC)CC(=O)NN ((dipropylamino)acetic acid hydrazide). The solvent is C(CCC)O (n-butyl alcohol). The product is CC1=CC2=C(C(=NCC=3N2C(=NN3)CN(CCC)CCC)C3=CC=C(C=C3)C(C)C)C=C1 (9-methyl-1-[(dipropylamino)methyl]-6-(p-isopropylphenyl)-4H-s-triazolo[4,3-a][1,4)benzodiazepine). As a reaction SMILES: [CH3:1][C:2]1[CH:22]=[CH:21][C:5]2[C:6]([C:12]3[CH:17]=[CH:16][C:15]([CH:18]([CH3:20])[CH3:19])=[CH:14][CH:13]=3)=[N:7][CH2:8][C:9](=S)[NH:10][C:4]=2[CH:3]=1.[CH2:23]([N:26]([CH2:30][C:31]([NH:33][NH2:34])=O)[CH2:27][CH2:28][CH3:29])[CH2:24][CH3:25]>C(O)CCC>[CH3:1][C:2]1[CH:22]=[CH:21][C:5]2[C:6]([C:12]3[CH:17]=[CH:16][C:15]([CH:18]([CH3:20])[CH3:19])=[CH:14][CH:13]=3)=[N:7][CH2:8][C:9]3[N:10]([C:31]([CH2:30][N:26]([CH2:27][CH2:28][CH3:29])[CH2:23][CH2:24][CH3:25])=[N:33][N:34]=3)[C:4]=2[CH:3]=1. Procedure: In the manner given in Example 5, a solution of 1,3-dihydro-8-methyl-5-(p-isopropylphenyl)-2H-1,4-benzodiazepine-2-thione in n-butyl alcohol was heated to a reflux with (dipropylamino)acetic acid hydrazide to give 9-methyl-1-[(dipropylamino)methyl]-6-(p-isopropylphenyl)-4H-s-triazolo[4,3-a][1,4)benzodiazepine. Starting materials: CC(=O)N1CC2CC2(c2ccc(N)cc2)C1, CC(=O)[O-], CC(=O)O, CC(=O)OC(C)=O, [Na+]. Yields the product CC(=O)Nc1ccc(C23CC2CN(C(C)=O)C3)cc1. RXN SMILES: [C:1]([CH3:2])(=[O:3])[N:4]1[CH2:5][C:6]2([c:10]3[cH:11][cH:12][c:13]([NH2:16])[cH:14][cH:15]3)[CH2:7][CH:8]2[CH2:9]1.[C:24]([O-:25])(=[O:26])[CH3:27].[C:29]([OH:30])(=[O:31])[CH3:32].[CH3:17][C:18](=[O:19])[O:20][C:21](=[O:22])[CH3:23].[Na+:28]>>[C:1]([CH3:2])(=[O:3])[N:4]1[CH2:5][C:6]2([c:10]3[cH:11][cH:12][c:13]([NH:16][C:18]([CH3:17])=[O:19])[cH:14][cH:15]3)[CH2:7][CH:8]2[CH2:9]1. The reactants are COc1cc2nc(C)c(CBr)nc2cc1OC, CCO, [Na+], [Na+], O=C([O-])[O-], O. Yields the product COc1cc2nc(C)c(CO)nc2cc1OC. Reaction SMILES: [Br:1][CH2:2][c:3]1[n:4][c:5]2[cH:6][c:7]([O:16][CH3:17])[c:8]([O:14][CH3:15])[cH:9][c:10]2[n:11][c:12]1[CH3:13].[CH3:24][CH2:25][OH:26].[Na+:18].[Na+:19].[O-:20][C:21](=[O:22])[O-:23].[OH2:27]>>[CH2:2]([c:3]1[n:4][c:5]2[cH:6][c:7]([O:16][CH3:17])[c:8]([O:14][CH3:15])[cH:9][c:10]2[n:11][c:12]1[CH3:13])[OH:20]. Reactants: C1CCOC1, COC(=O)Cl, Cl, N#CCC(N)C(=O)O, [Na+], [OH-]. The product is COC(=O)NC(CC#N)C(=O)O. As a reaction SMILES: [CH2:17]1[O:18][CH2:19][CH2:20][CH2:21]1.[Cl:1][C:2](=[O:3])[O:4][CH3:5].[ClH:16].[NH2:6][CH:7]([C:8](=[O:9])[OH:10])[CH2:11][C:12]#[N:13].[Na+:15].[OH-:14]>>[C:2](=[O:3])([O:4][CH3:5])[NH:6][CH:7]([C:8](=[O:9])[OH:10])[CH2:11][C:12]#[N:13]. The reactants are ClC=1N=C(C2=C(N1)C=C(S2)CN2CCC(CC2)N(C)CCCOC)N2CCOCC2 ([1-(2-chloro-4-morpholin-4-yl-thieno[3,2-d]pyrimidin-6-ylmethyl)-piperidin-4-yl]-(3-methoxy-propyl)-methyl-amine), COCCCN(C1CCNCC1)C ((3-methoxy-propyl)-methyl-piperidin-4-yl-amine), amine, COCCCN(C1CCNCC1)C ((3-methoxy-propyl)-methyl-piperidin-4-yl-amine), C(C)(C)(C)OC(=O)N1CCC(CC1)NC (4-methylamino-piperidine-1-carboxylic acid tert-butyl ester), COCCCOS(=O)(=O)C1=CC=C(C=C1)C (toluene-4-sulfonic acid 3-methoxy-propyl ester). Yields the product N1N=CC2=C(C=CC=C12)C=1N=C(C2=C(N1)C=C(S2)CN2CCC(CC2)N(C)CCCOC)N2CCOCC2 ({1-[2-(1H-Indazol-4-yl)-4-morpholin-4-yl-thieno[3,2-d]pyrimidin-6-ylmethyl]-piperidin-4-yl}-(3-methoxy-propyl)-methyl-amine). RXN SMILES: Cl[C:2]1[N:3]=[C:4]([N:25]2[CH2:30][CH2:29][O:28][CH2:27][CH2:26]2)[C:5]2[S:10][C:9]([CH2:11][N:12]3[CH2:17][CH2:16][CH:15]([N:18]([CH2:20][CH2:21][CH2:22][O:23][CH3:24])[CH3:19])[CH2:14][CH2:13]3)=[CH:8][C:6]=2[N:7]=1.COCCC[N:36](C)[CH:37]1[CH2:42][CH2:41][NH:40][CH2:39][CH2:38]1.[C:44](OC(N1CCC(NC)CC1)=O)(C)(C)[CH3:45].COCCCOS(C1C=CC(C)=CC=1)(=O)=O>>[NH:36]1[C:37]2[C:38](=[C:44]([C:2]3[N:3]=[C:4]([N:25]4[CH2:30][CH2:29][O:28][CH2:27][CH2:26]4)[C:5]4[S:10][C:9]([CH2:11][N:12]5[CH2:17][CH2:16][CH:15]([N:18]([CH2:20][CH2:21][CH2:22][O:23][CH3:24])[CH3:19])[CH2:14][CH2:13]5)=[CH:8][C:6]=4[N:7]=3)[CH:45]=[CH:41][CH:42]=2)[CH:39]=[N:40]1. Reported procedure: Via [1-(2-chloro-4-morpholin-4-yl-thieno[3,2-d]pyrimidin-6-ylmethyl)-piperidin-4-yl]-(3-methoxy-propyl)-methyl-amine, prepared from (3-methoxy-propyl)-methyl-piperidin-4-yl-amine. The amine, (3-methoxy-propyl)-methyl-piperidin-4-yl-amine, was prepared from 4-methylamino-piperidine-1-carboxylic acid tert-butyl ester and toluene-4-sulfonic acid 3-methoxy-propyl ester (produced from 3-methoxy-1-propanol using standard conditions) in a similar manner to 128. Reactants: [N+](=O)([O-])C=1C=C(C=CC1)C(CC(=O)OCC)=O (ethyl 3-(3-nitrophenyl)-3-oxopropionate), OC=1C(=C(C=CC1)I)OS(=O)(=O)C1=CC=C(C)C=C1 (hydroxy(tosyloxy)iodobenzene), NC(=S)N (Thiourea). Solvent: C(C)#N (acetonitrile). Conditions: temperature 65 celsius, time 1 hour. The product is NC=1SC(=C(N1)C1=CC(=CC=C1)[N+](=O)[O-])C(=O)OCC (2-amino-4-(3-nitrophenyl)-5-carboethoxythiazole). Yield: 70.5%. Reaction SMILES: [N+:1]([C:4]1[CH:5]=[C:6]([C:10](=O)[CH2:11][C:12]([O:14][CH2:15][CH3:16])=[O:13])[CH:7]=[CH:8][CH:9]=1)([O-:3])=[O:2].OC1C(OS(C2C=CC(C)=CC=2)(=O)=O)=C(I)C=CC=1.[NH2:37][C:38]([NH2:40])=[S:39]>C(#N)C>[NH2:40][C:38]1[S:39][C:11]([C:12]([O:14][CH2:15][CH3:16])=[O:13])=[C:10]([C:6]2[CH:7]=[CH:8][CH:9]=[C:4]([N+:1]([O-:3])=[O:2])[CH:5]=2)[N:37]=1. Procedure: To a solution of ethyl 3-(3-nitrophenyl)-3-oxopropionate (3.45 g, 14.5 mmol) in 100 mL of acetonitrile was added hydroxy(tosyloxy)iodobenzene (6.3 g, 16.0 mmol). The resulting suspension was stirred at 65° C. for 1 h at which time the reaction was a homogeneous solution. Thiourea (1.22 g, 16.0 mmol) was added and stirring was continued at 65° C. for 2 h. The mixture was cooled and concentrated, and the residue was taken up in ethyl acetate, washed with saturated aq Na2CO3 and brine, dried (MgSO4... As a reaction SMILES: [Br:1][c:2]1[c:3]2[n:4][cH:5][nH:6][c:7]2[n:8][cH:9][n:10]1.[C:11](=[O:12])([O-:13])[O-:14].[CH3:17][O:18][c:19]1[cH:20][cH:21][c:22]([CH2:23][Cl:24])[cH:25][cH:26]1.[K+:15].[K+:16].[O:27]=[CH:28][N:29]([CH3:30])[CH3:31]>>[Br:1][c:2]1[c:3]2[n:4][cH:5][n:6]([CH2:23][c:22]3[cH:21][cH:20][c:19]([O:18][CH3:17])[cH:26][cH:25]3)[c:7]2[n:8][cH:9][n:10]1. Reactants: Brc1ncnc2[nH]cnc12, O=C([O-])[O-], COc1ccc(CCl)cc1, [K+], [K+], CN(C)C=O. The product is COc1ccc(Cn2cnc3c(Br)ncnc32)cc1.